Dataset: the Open Reaction Database (ORD), a public repository of structured organic reaction records. Task: describe an organic reaction: reactants, conditions, products, and yield Product: BrC=1C=C(N(C1)NC(OC(C)(C)C)=O)C#N (tert-Butyl (4-bromo-2-cyano-1H-pyrrol-1-yl)carbamate). The solvent is C(C)#N (acetonitrile), CCOC(=O)C (EtOAc). RXN SMILES: C(=O)=O.C(#N)C.[C:7]([C:9]1[N:10]([NH:14][C:15](=[O:21])[O:16][C:17]([CH3:20])([CH3:19])[CH3:18])[CH:11]=[CH:12][CH:13]=1)#[N:8].[Br:22]N1C(C)(C)C(=O)N(Br)C1=O>C(#N)C.CCOC(C)=O>[Br:22][C:12]1[CH:13]=[C:9]([C:7]#[N:8])[N:10]([NH:14][C:15](=[O:21])[O:16][C:17]([CH3:18])([CH3:20])[CH3:19])[CH:11]=1 |f:0.1|. Conditions: time 2 hour. Procedure details: A 1 L, 3-neck RB flask was fitted with a mechanical stirrer, nitrogen inlet, thermocouple and thermocontroller, and dry-ice acetonitrile cooling. 2-Cyano-pyrrol-1-yl-carbamic acid, tert-butyl ester (20 g, 96.5 mmol) was added and dissolved in 350 mL acetonitrile and cooled to below −30° C. 1,3-Dibromo-5,5-dimethylhydantoin (13.79 g, 48.26 mmol) was added as a solid, and the reaction was allowed to warm to rt over 2 h. Analysis by RP-HPLC at 2 h indicated that about 10% starting material remained... Reactants: C(=O)=O.C(C)#N (dry-ice acetonitrile), BrN1C(=O)N(C(=O)C1(C)C)Br (1,3-dibromo-5,5-dimethylhydantoin), C(#N)C=1N(C=CC1)NC(OC(C)(C)C)=O (2-Cyano-pyrrol-1-yl-carbamic acid, tert-butyl ester), BrN1C(=O)N(C(=O)C1(C)C)Br (1,3-Dibromo-5,5-dimethylhydantoin). Reactants: COC1=C(C=C(C=C1)N)N1CCN(CC1)C (4-methoxy-3-(4-methyl-1-piperazinyl) benzenamine), COC(C=O)OC (dimethoxyethanal). The reagents and catalysts are [Pd] (Palladium on charcoal). Run in C(C)O (ethanol). The product is COC(CNC1=CC(=C(C=C1)OC)N1CCN(CC1)C)OC (N-[4-methoxy-3-(4-methyl-1-piperazinyl)phenyl] aminoacetaldehyde dimethyl acetal). Yield: 93.3%. RXN SMILES: [CH3:1][O:2][C:3]1[CH:8]=[CH:7][C:6]([NH2:9])=[CH:5][C:4]=1[N:10]1[CH2:15][CH2:14][N:13]([CH3:16])[CH2:12][CH2:11]1.[CH3:17][O:18][CH:19]([O:22][CH3:23])[CH:20]=O>C(O)C.[Pd]>[CH3:17][O:18][CH:19]([O:22][CH3:23])[CH2:20][NH:9][C:6]1[CH:7]=[CH:8][C:3]([O:2][CH3:1])=[C:4]([N:10]2[CH2:11][CH2:12][N:13]([CH3:16])[CH2:14][CH2:15]2)[CH:5]=1. Reported procedure: A suspension of 4-methoxy-3-(4-methyl-1-piperazinyl) benzenamine (5 g, 0.023 mol) in ethanol (150 ml) and dimethoxyethanal (9.5 g, 1.2 eq) was hydrogenated over 10% Palladium on charcoal (3 g) at standard temperature and pressure for 3 h. The suspension was filtered through kieselguhr, washed with methanol and evaporated to give a pale yellow oil. Purification by Fcc, eluting with 2% methanol/dichloromethane afforded the title compound (6.64 g, 95%). Starting materials: ClCCl, Cc1ccccc1N1CCNCC1, O=CCCCC1CC(c2ccccc2)=NO1. Product: Cc1ccccc1N1CCN(CCCCC2CC(c3ccccc3)=NO2)CC1. Reaction SMILES: [CH2:30]([Cl:31])[Cl:32].[c:17]1([CH3:29])[c:18]([N:23]2[CH2:24][CH2:25][NH:26][CH2:27][CH2:28]2)[cH:19][cH:20][cH:21][cH:22]1.[c:1]1([C:7]2=[N:8][O:9][CH:10]([CH2:12][CH2:13][CH2:14][CH:15]=[O:16])[CH2:11]2)[cH:2][cH:3][cH:4][cH:5][cH:6]1>>[c:1]1([C:7]2=[N:8][O:9][CH:10]([CH2:12][CH2:13][CH2:14][CH2:15][N:26]3[CH2:25][CH2:24][N:23]([c:18]4[c:17]([CH3:29])[cH:22][cH:21][cH:20][cH:19]4)[CH2:28][CH2:27]3)[CH2:11]2)[cH:2][cH:3][cH:4][cH:5][cH:6]1. Starting materials: N[C@H]1CC[C@H](C2=CC=CC=C12)OC=1C=CC=2N(C1)C(=NN2)N(C(C)C)C(C)C ([6-((1R,4S)-4-Amino-1,2,3,4-tetrahydro-naphthalen-1-yloxy)-[1,2,4]triazolo[4,3-a]pyridin-3-yl]-diisopropyl-amine), ClC(COC(NC=1N(N=C(C1)C(C)(C)C)C1=CC(=CC=C1)OCCOC1OCCCC1)=O)(Cl)Cl ((5-tert-Butyl-2-{3-[2-(tetrahydro-pyran-2-yloxy)-ethoxy]-phenyl}-2H-pyrazol-3-yl)-carbamic acid 2,2,2-trichloro-ethyl ester), Intermediate 95d. Product: C(C)(C)(C)C=1C=C(N(N1)C1=CC(=CC=C1)OCCOC1OCCCC1)NC(=O)N[C@H]1CC[C@H](C2=CC=CC=C12)OC=1C=CC=2N(C1)C(=NN2)N(C(C)C)C(C)C (1-(5-tert-Butyl-2-{3-[2-(tetrahydro-pyran-2-yloxy)-ethoxy]-phenyl}-2H-pyrazol-3-yl)-3-[(1S,4R)-4-(3-diisopropylamino-[1,2,4]triazolo[4,3-a]pyridin-6-yloxy)-1,2,3,4-tetrahydro-naphthalen-1-yl]-urea). Reaction SMILES: [NH2:1][C@@H:2]1[C:11]2[C:6](=[CH:7][CH:8]=[CH:9][CH:10]=2)[C@H:5]([O:12][C:13]2[CH:14]=[CH:15][C:16]3[N:17]([C:19]([N:22]([CH:26]([CH3:28])[CH3:27])[CH:23]([CH3:25])[CH3:24])=[N:20][N:21]=3)[CH:18]=2)[CH2:4][CH2:3]1.ClC(Cl)(Cl)C[O:32][C:33](=O)[NH:34][C:35]1[N:36]([C:44]2[CH:49]=[CH:48][CH:47]=[C:46]([O:50][CH2:51][CH2:52][O:53][CH:54]3[CH2:59][CH2:58][CH2:57][CH2:56][O:55]3)[CH:45]=2)[N:37]=[C:38]([C:40]([CH3:43])([CH3:42])[CH3:41])[CH:39]=1>>[C:40]([C:38]1[CH:39]=[C:35]([NH:34][C:33]([NH:1][C@@H:2]2[C:11]3[C:6](=[CH:7][CH:8]=[CH:9][CH:10]=3)[C@H:5]([O:12][C:13]3[CH:14]=[CH:15][C:16]4[N:17]([C:19]([N:22]([CH:26]([CH3:28])[CH3:27])[CH:23]([CH3:24])[CH3:25])=[N:20][N:21]=4)[CH:18]=3)[CH2:4][CH2:3]2)=[O:32])[N:36]([C:44]2[CH:49]=[CH:48][CH:47]=[C:46]([O:50][CH2:51][CH2:52][O:53][CH:54]3[CH2:59][CH2:58][CH2:57][CH2:56][O:55]3)[CH:45]=2)[N:37]=1)([CH3:43])([CH3:41])[CH3:42]. Procedure details: The title compound was prepared starting from Intermediate 103c and Intermediate 95c using analogous procedures to those described in Intermediate 95d. LCMS (Method 4): Rt 3.92 min, m/z 765 [MH+]. The reactants are BrC=1C=C2CCCC(C2=CC1)=O (6-Bromo-3,4-dihydro-1(2H)-naphthalenone), C(C1=CC=CC=C1)Br (benzyl bromide), C(C)(C)NC(C)C (diisopropylamine), C(CCC)[Li] (Butyl lithium). Solvent: O1CCCC1 (tetrahydrofuran), O1CCCC1 (tetrahydrofuran). Reaction conditions: temperature -78 celsius, time 0.5 hour. Product: C(C1=CC=CC=C1)C1C(C2=CC=C(C=C2CC1)Br)=O (2-Benzyl-6-bromo-3,4-dihydro-1(2H)-naphthalenone). Reaction SMILES: C(NC(C)C)(C)C.C([Li])CCC.[Br:13][C:14]1[CH:15]=[C:16]2[C:21](=[CH:22][CH:23]=1)[C:20](=[O:24])[CH2:19][CH2:18][CH2:17]2.[CH2:25](Br)[C:26]1[CH:31]=[CH:30][CH:29]=[CH:28][CH:27]=1>O1CCCC1>[CH2:25]([CH:19]1[CH2:18][CH2:17][C:16]2[C:21](=[CH:22][CH:23]=[C:14]([Br:13])[CH:15]=2)[C:20]1=[O:24])[C:26]1[CH:31]=[CH:30][CH:29]=[CH:28][CH:27]=1. Procedure: Under dry N2, diisopropylamine (1.7 ml, 0.012 mol) was dissolved in tetrahydrofuran (20 ml) and cooled to -78° C. Butyl lithium (6.88 ml of 1.6 M in hexane, 0.011 mol) was added, and the mixture stirred at -20° C for 0.5 hour and then recooled to -78° C. 6-Bromo-3,4-dihydro-1(2H)-naphthalenone (2.25 g, 0.010 mol; J. Am. Chem. Soc. v. 102, p. 7920, 1980), dissolved in tetrahydrofuran (10 ml) was added, the mixture warmed to -20° C. over 0.5 hour and stirred at that temperature for 15 minutes. Fin...